Task: describe an organic reaction: reactants, conditions, products, and yield. Dataset: the Open Reaction Database (ORD), a public repository of structured organic reaction records Starting materials: C[O-].[Na+] (sodium methoxide), C(C)(=O)OCC (ethyl acetate), Cl.C1(=C(C=CC=C1)OC1=CC=CC(=N1)C(=N)N)C (6-o-tolyloxy-2-picoline amidine hydrochloride), CCCCCC (n-hexane). The solvent is CO (methanol), COC(C(CC)=O)OC (1,1-dimethoxybutanone), CO (methanol). Yields the product CC1=NC(=NC=C1)C1=NC(=CC=C1)OC1=C(C=CC=C1)C (4-methyl-2-(6-o-tolyloxy-2-pyridinyl)pyrimidine). Yield: 76.0%. As a reaction SMILES: Cl.[C:2]1([CH3:18])[CH:7]=[CH:6][CH:5]=[CH:4][C:3]=1[O:8][C:9]1[N:14]=[C:13]([C:15]([NH2:17])=[NH:16])[CH:12]=[CH:11][CH:10]=1.C[O-].[Na+].[CH3:22][CH2:23][CH2:24][CH2:25]CC.C(OCC)(=O)C>CO.COC(OC)C(=O)CC>[CH3:25][C:24]1[CH:23]=[CH:22][N:17]=[C:15]([C:13]2[CH:12]=[CH:11][CH:10]=[C:9]([O:8][C:3]3[CH:4]=[CH:5][CH:6]=[CH:7][C:2]=3[CH3:18])[N:14]=2)[N:16]=1 |f:0.1,2.3|. Procedure: To a mixture of 6-o-tolyloxy-2-picoline amidine hydrochloride (3 g) and methanol (100 ml) were added 28% sodium methoxide solution in methanol (3.3 g) and 1,1-dimethoxybutanone (1.9 g). The mixture was heated under refluxing for an hour, and was left to stand at room temperature. The reaction solution was concentrated under reduced pressure, and the residue obtained was subjected to silica gel column chromatography (eluent; n-hexane: ethyl acetate=2:1 in volume) to obtain 4-methyl-2-(6-o-tolylox... Starting materials: CCCCC(=O)Oc1ccc2nc(CCCC)n(Cc3ccc(-c4ccccc4-c4nnnn4COC)cc3)c(=O)c2c1, C1CCOC1, CO, Cl, [Na+], [OH-]. Yields the product CCCCc1nc2ccc(O)cc2c(=O)n1Cc1ccc(-c2ccccc2-c2nnnn2COC)cc1. As a reaction SMILES: [CH2:1]([CH2:2][CH2:3][CH3:4])[c:5]1[n:6][c:7]2[cH:8][cH:9][c:10]([O:37][C:38](=[O:39])[CH2:40][CH2:41][CH2:42][CH3:43])[cH:11][c:12]2[c:13](=[O:36])[n:14]1[CH2:15][c:16]1[cH:17][cH:18][c:19](-[c:22]2[c:23](-[c:28]3[n:29][n:30][n:31][n:32]3[CH2:33][O:34][CH3:35])[cH:24][cH:25][cH:26][cH:27]2)[cH:20][cH:21]1.[CH2:44]1[O:45][CH2:46][CH2:47][CH2:48]1.[CH3:52][OH:53].[ClH:51].[Na+:50].[OH-:49]>>[CH2:1]([CH2:2][CH2:3][CH3:4])[c:5]1[n:6][c:7]2[cH:8][cH:9][c:10]([OH:37])[cH:11][c:12]2[c:13](=[O:36])[n:14]1[CH2:15][c:16]1[cH:17][cH:18][c:19](-[c:22]2[c:23](-[c:28]3[n:29][n:30][n:31][n:32]3[CH2:33][O:34][CH3:35])[cH:24][cH:25][cH:26][cH:27]2)[cH:20][cH:21]1.